Dataset: the Open Reaction Database (ORD), a public repository of structured organic reaction records. Task: describe an organic reaction: reactants, conditions, products, and yield The reactants are C1(CCCCC1)[C@H]1N(C(CNC1)=O)C1=C(SC(=C1)C1=CC=CC=C1)C(=O)O (3-((R)-2-cyclohexyl-6-oxo-piperazin-1-yl)-5-phenyl-thiophene-2-carboxylic acid), FC=1C(=C(C=O)C=CC1)N1CCOCC1 (3-fluoro-2-morpholinobenzaldehyde), C(C)(=O)O[BH-](OC(C)=O)OC(C)=O.[Na+] (sodium triacetoxyborohydride). Solvent: C(C)(=O)O (acetic acid), CO (methanol). Conditions: temperature 75 celsius, time 3 hour. Product: C1(CCCCC1)[C@H]1N(C(CN(C1)CC1=C(C(=CC=C1)F)N1CCOCC1)=O)C1=C(SC(=C1)C1=CC=CC=C1)C(=O)O (3-[(R)-2-Cyclohexyl-4-(3-fluoro-2-morpholin-4-yl-benzyl)-6-oxo-piperazin-1-yl]-5-phenyl-thiophene-2-carboxylic acid). Isolated yield 12.0%. As a reaction SMILES: [CH:1]1([C@@H:7]2[CH2:12][NH:11][CH2:10][C:9](=[O:13])[N:8]2[C:14]2[CH:18]=[C:17]([C:19]3[CH:24]=[CH:23][CH:22]=[CH:21][CH:20]=3)[S:16][C:15]=2[C:25]([OH:27])=[O:26])[CH2:6][CH2:5][CH2:4][CH2:3][CH2:2]1.[F:28][C:29]1[C:30]([N:37]2[CH2:42][CH2:41][O:40][CH2:39][CH2:38]2)=[C:31]([CH:34]=[CH:35][CH:36]=1)[CH:32]=O.C(O[BH-](OC(=O)C)OC(=O)C)(=O)C.[Na+]>C(O)(=O)C.CO>[CH:1]1([C@@H:7]2[CH2:12][N:11]([CH2:32][C:31]3[CH:34]=[CH:35][CH:36]=[C:29]([F:28])[C:30]=3[N:37]3[CH2:38][CH2:39][O:40][CH2:41][CH2:42]3)[CH2:10][C:9](=[O:13])[N:8]2[C:14]2[CH:18]=[C:17]([C:19]3[CH:20]=[CH:21][CH:22]=[CH:23][CH:24]=3)[S:16][C:15]=2[C:25]([OH:27])=[O:26])[CH2:2][CH2:3][CH2:4][CH2:5][CH2:6]1 |f:2.3|. Procedure details: A solution of 3-((R)-2-cyclohexyl-6-oxo-piperazin-1-yl)-5-phenyl-thiophene-2-carboxylic acid (50.0 mg, 0.13 mmol, 1.0 equiv) and 3-fluoro-2-morpholinobenzaldehyde (108.8 mg, 0.52 mmol, 4.0 equiv) in acetic acid (0.2 mL) and methanol (0.5 mL) was stirred at room temperature for 60 minutes. Then sodium triacetoxyborohydride (110.2 mg, 0.52 mmol, 4.0 equiv) was added to the mixture and the resulting mixture was stirred at 75° C. for 3 hours. The solvent was removed by Genevac and the residue was di... The reactants are solution, C(C)(=O)OO (peracetic acid), C1=NN=CC2=CC=CC=C12 (Phthalazine). Solvent: C(C)(=O)O (acetic acid), C(C)(=O)O (acetic acid). Procedure details: Phthalazine (0.40 moles) was dissolved in 200 ml of glacial acetic acid. Under nitrogen, 10 ml portions of a 32% solution of peracetic acid in acetic acid were added until 0.44 mole had been added and then the mixture was heated to 80° C. for 1 hour. The resulting reaction mixture was cooled to room temperature and the acetic acid was removed using a rotary evaporator. The solid residue was suspended/dissolved in 500 ml water and treated with 50 ml of 50% sodium hydroxide and extracted 5 times w... Reaction SMILES: [CH:1]1[C:10]2[C:5](=[CH:6][CH:7]=[CH:8][CH:9]=2)[CH:4]=[N:3][N:2]=1.C(OO)(=[O:13])C>C(O)(=O)C>[CH:1]1[C:10]2[C:5](=[CH:6][CH:7]=[CH:8][CH:9]=2)[CH:4]=[N:3][N+:2]=1[O-:13]. Product: C1=[N+](N=CC2=CC=CC=C12)[O-] (phthalazine N-oxide). Run at temperature 80 celsius.